From a dataset of the Open Reaction Database (ORD), a public repository of structured organic reaction records. describe an organic reaction: reactants, conditions, products, and yield The reactants are NC1=C(NC2=C(C3=C(S2)C=CC=C3)C(=O)OCC)C=C(C=C1)Cl (ethyl 2-(2-amino-5-chloroanilino)benzo[b]thiophene-3-carboxylate), CN1CCNCC1 (1-methylpiperazine). The reagents and catalysts are [Ti](Cl)(Cl)(Cl)Cl (titanium tetrachloride). The solvent is C1(=CC=CC=C1)OC (anisole). Product: ClC1=CC2=C(N=C(C3=C(N2)SC2=C3C=CC=C2)N2CCN(CC2)C)C=C1 (8-chloro-12-(4-methylpiperazin-1-yl)-6H-[1]benzothieno[2,3-b][1,5]benzodiazepine). RXN SMILES: [NH2:1][C:2]1[CH:22]=[CH:21][C:20]([Cl:23])=[CH:19][C:3]=1[NH:4][C:5]1[S:9][C:8]2[CH:10]=[CH:11][CH:12]=[CH:13][C:7]=2[C:6]=1[C:14](OCC)=O.[CH3:24][N:25]1[CH2:30][CH2:29][NH:28][CH2:27][CH2:26]1>[Ti](Cl)(Cl)(Cl)Cl.C1(OC)C=CC=CC=1>[Cl:23][C:20]1[CH:21]=[CH:22][C:2]2[N:1]=[C:14]([N:28]3[CH2:29][CH2:30][N:25]([CH3:24])[CH2:26][CH2:27]3)[C:6]3[C:7]4[CH:13]=[CH:12][CH:11]=[CH:10][C:8]=4[S:9][C:5]=3[NH:4][C:3]=2[CH:19]=1. Procedure details: In the same manner as in Example 1 and using ethyl 2-(2-amino-5-chloroanilino)benzo[b]thiophene-3-carboxylate (2.6 g), 1-methylpiperazine (15 ml), anisole (50 ml) and titanium tetrachloride (2.3 ml), 8-chloro-12-(4-methylpiperazin-1-yl)-6H-[1]benzothieno[2,3-b][1,5]benzodiazepine (363 mg) was obtained. Reactants: [O-]CC.[Na+] (sodium ethoxide), Cl (HCl), CC1=C(C(=O)N)C=CC=C1SC1=CC=C2CC(NC2=C1)=O (Methyl-3-(2-oxo-2,3-dihydro-1H-indol-6-ylsulfanyl)-benzamide), C(=O)OCC (ethyl formate). Solvent: C(C)O (ethanol), C(C)O (ethanol), CCOC(=O)C (EtOAc). Conditions: temperature 78 celsius. Product: OC=C1C(NC2=CC(=CC=C12)SC=1C=C(C(=O)NC)C=CC1)=O (3-(3-Hydroxymethylene-2-oxo-2,3-dihydro-1H-indol-6-ylsulfanyl)-N-methyl-benzamide). The yield is 26.0%. As a reaction SMILES: C[C:2]1[C:10]([S:11][C:12]2[CH:20]=[C:19]3[C:15]([CH2:16][C:17](=[O:21])[NH:18]3)=[CH:14][CH:13]=2)=[CH:9][CH:8]=[CH:7][C:3]=1[C:4]([NH2:6])=[O:5].[CH:22](OCC)=[O:23].[O-][CH2:28]C.[Na+].Cl>C(O)C.CCOC(C)=O>[OH:23][CH:22]=[C:16]1[C:15]2[C:19](=[CH:20][C:12]([S:11][C:10]3[CH:2]=[C:3]([CH:7]=[CH:8][CH:9]=3)[C:4]([NH:6][CH3:28])=[O:5])=[CH:13][CH:14]=2)[NH:18][C:17]1=[O:21] |f:2.3|. Procedure details: Methyl-3-(2-oxo-2,3-dihydro-1H-indol-6-ylsulfanyl)-benzamide (as prepared in step 1 above; 0.71 g, 0.239 mmol) and ethyl formate (0.058 mL, 0.717 mmol) were dissolved in anhydrous ethanol (0.5 mL). The resulting solution was treated in dropwise fashion with a 21 wt % solution of sodium ethoxide in ethanol (0.446 mL, 1.20 mmol). This reaction mixture was heated at 78° C. for 1 h, producing a black oil. Subsequently, the reaction mixture was cooled to room temperature, and then the reaction pH was... Starting materials: C1(CC1)NC1=NC=CC(=N1)C=1C=C2C(=NN(C2=CC1)C1OCCCC1)C1=CN=CC(=N1)O[C@H]1CN(CCC1)C(=O)OC(C)(C)C ((3R)-tert-butyl 3-(6-(5-(2-(cyclopropylamino)pyrimidin-4-yl)-1-(tetrahydro-2H-pyran-2-yl)-1H-indazol-3-yl)pyrazin-2-yloxy)piperidine-1-carboxylate), Cl (HCl). Yields the product C1(CC1)NC1=NC=CC(=N1)C=1C=C2C(=NNC2=CC1)C1=NC(=CN=C1)O[C@H]1CNCCC1 ((R)—N-cyclopropyl-4-(3-(6-(piperidin-3-yloxy)pyrazin-2-yl)-1H-indazol-5-yl)pyrimidin-2-amine). Isolated yield 94.7%. Reaction SMILES: [CH:1]1([NH:4][C:5]2[N:10]=[C:9]([C:11]3[CH:12]=[C:13]4[C:17](=[CH:18][CH:19]=3)[N:16](C3CCCCO3)[N:15]=[C:14]4[C:26]3[N:31]=[C:30]([O:32][C@@H:33]4[CH2:38][CH2:37][CH2:36][N:35](C(OC(C)(C)C)=O)[CH2:34]4)[CH:29]=[N:28][CH:27]=3)[CH:8]=[CH:7][N:6]=2)[CH2:3][CH2:2]1.Cl>>[CH:1]1([NH:4][C:5]2[N:10]=[C:9]([C:11]3[CH:12]=[C:13]4[C:17](=[CH:18][CH:19]=3)[NH:16][N:15]=[C:14]4[C:26]3[CH:27]=[N:28][CH:29]=[C:30]([O:32][C@@H:33]4[CH2:38][CH2:37][CH2:36][NH:35][CH2:34]4)[N:31]=3)[CH:8]=[CH:7][N:6]=2)[CH2:2][CH2:3]1. Procedure details: A solution of (3R)-tert-butyl 3-(6-(5-(2-(cyclopropylamino)pyrimidin-4-yl)-1-(tetrahydro-2H-pyran-2-yl)-1H-indazol-3-yl)pyrazin-2-yloxy)piperidine-1-carboxylate (116 mg, 0.19 mmol) and HCl (5-6 M in IPA, 3.8 mL, 18.9 mmol) was heated at 80° C. for 1 h. The reaction was cooled to RT and concentrated to a yellow solid that was slurried with a 1\1 mixture of DCM/MeOH (2 mL) and applied to a pre-washed (5 mL MeOH) of Si-propylsulfonic acid (Silicycle, Cat# R51230B). The column was washed with MeOH (... The reactants are NC=1C=C(C2=C(C=CO2)C1)O[C@H]1[C@@H](CN(CC1)C(=O)OC(C)(C)C)F (tert-butyl trans-4-[(5-amino-1-benzofuran-7-yl)oxy]-3-fluoropiperidine-1-carboxylate), NC=1C=C(C2=C(C=CO2)C1)O[C@H]1[C@@H](CN(CC1)C(=O)OC(C)(C)C)F (tert-butyl trans-4-[(5-amino-1-benzofuran-7-yl)oxy]-3-fluoropiperidine-1-carboxylate), ClC1=C(C=CC=C1)S(=O)(=O)Cl (2-chlorobenzenesulfonyl chloride). Yields the product Cl.ClC1=C(C=CC=C1)S(=O)(=O)NC=1C=C(C2=C(C=CO2)C1)O[C@H]1[C@@H](CNCC1)F (2-Chloro-N-(7-{[trans-3-fluoropiperidin-4-yl]oxy}-1-benzofuran-5-yl)benzenesulfonamide hydrochloride). RXN SMILES: [NH2:1][C:2]1[CH:3]=[C:4]([O:11][C@@H:12]2[CH2:17][CH2:16][N:15](C(OC(C)(C)C)=O)[CH2:14][C@H:13]2[F:25])[C:5]2[O:9][CH:8]=[CH:7][C:6]=2[CH:10]=1.[Cl:26][C:27]1[CH:32]=[CH:31][CH:30]=[CH:29][C:28]=1[S:33](Cl)(=[O:35])=[O:34]>>[ClH:26].[Cl:26][C:27]1[CH:32]=[CH:31][CH:30]=[CH:29][C:28]=1[S:33]([NH:1][C:2]1[CH:3]=[C:4]([O:11][C@@H:12]2[CH2:17][CH2:16][NH:15][CH2:14][C@H:13]2[F:25])[C:5]2[O:9][CH:8]=[CH:7][C:6]=2[CH:10]=1)(=[O:35])=[O:34] |f:2.3|. Procedure details: The title compound was prepared according to the procedure described for Example 84 starting from tert-butyl trans-4-[(5-amino-1-benzofuran-7-yl)oxy]-3-fluoropiperidine-1-carboxylate (Intermediate 53) and 2-chlorobenzenesulfonyl chloride. Yield: 40 mg (22%), HPLC purity=100%, m/z=425 (M+H)+, 1H NMR (270 MHz, methanol-d4) δ ppm 2.09-2.35 (m, 2H) 3.10-3.57 (m, 3H) 3.62-3.79 (m, 1H) 4.73-4.96 (m, 1H) 4.97-5.23 (m, 1H) 6.74 (d, J=2.23 Hz, 1H) 6.85 (d, J=1.98 Hz, 1H) 7.05 (d, J=1.73 Hz, 1H) 7.31-7.40... Reactants: O=C([O-])[O-], CN(C)C=O, Cl, Cl, [K+], [K+], COc1cc(N)c(Cl)cc1C(=O)NCC1CCNCC1, O, O=S(=O)(CCCCCl)c1ccccc1. Yields the product Cl, COc1cc(N)c(Cl)cc1C(=O)NCC1CCN(CCCCS(=O)(=O)c2ccccc2)CC1. Reaction SMILES: [C:1](=[O:2])([O-:3])[O-:4].[CH3:44][N:45]([CH3:46])[CH:47]=[O:48].[ClH:21].[ClH:22].[K+:5].[K+:6].[NH2:23][c:24]1[cH:25][c:26]([O:41][CH3:42])[c:27]([C:28](=[O:29])[NH:30][CH2:31][CH:32]2[CH2:33][CH2:34][NH:35][CH2:36][CH2:37]2)[cH:38][c:39]1[Cl:40].[OH2:43].[c:7]1([S:13](=[O:14])(=[O:15])[CH2:16][CH2:17][CH2:18][CH2:19][Cl:20])[cH:8][cH:9][cH:10][cH:11][cH:12]1>>[ClH:20].[c:7]1([S:13](=[O:14])(=[O:15])[CH2:16][CH2:17][CH2:18][CH2:19][N:35]2[CH2:34][CH2:33][CH:32]([CH2:31][NH:30][C:28]([c:27]3[c:26]([O:41][CH3:42])[cH:25][c:24]([NH2:23])[c:39]([Cl:40])[cH:38]3)=[O:29])[CH2:37][CH2:36]2)[cH:8][cH:9][cH:10][cH:11][cH:12]1. Starting materials: COC(=O)c1nc(C2(C)CN(C(=O)OC(C)(C)C)CCN2C(=O)OCc2ccccc2)n(C)c(=O)c1OC(=O)c1ccccc1, CCOC(C)=O. Yields the product COC(=O)c1nc(C2(C)CN(C(=O)OC(C)(C)C)CCN2)n(C)c(=O)c1OC(=O)c1ccccc1. Reaction SMILES: [C:1]([c:2]1[cH:3][cH:4][cH:5][cH:6][cH:7]1)(=[O:8])[O:9][c:10]1[c:11]([C:42](=[O:43])[O:44][CH3:45])[n:12][c:13]([C:18]2([CH3:41])[N:19]([C:31]([O:32][CH2:33][c:34]3[cH:35][cH:36][cH:37][cH:38][cH:39]3)=[O:40])[CH2:20][CH2:21][N:22]([C:24](=[O:25])[O:26][C:27]([CH3:28])([CH3:29])[CH3:30])[CH2:23]2)[n:14]([CH3:17])[c:15]1=[O:16].[CH3:46][CH2:47][O:48][C:49]([CH3:50])=[O:51]>>[C:1]([c:2]1[cH:3][cH:4][cH:5][cH:6][cH:7]1)(=[O:8])[O:9][c:10]1[c:11]([C:42](=[O:43])[O:44][CH3:45])[n:12][c:13]([C:18]2([CH3:41])[NH:19][CH2:20][CH2:21][N:22]([C:24](=[O:25])[O:26][C:27]([CH3:28])([CH3:29])[CH3:30])[CH2:23]2)[n:14]([CH3:17])[c:15]1=[O:16]. Starting materials: CC(=O)OCC(C)=CC=C(C)C=CC=C(C)C=CC1=C(C)CCCC1(C)C, C1CCOC1, CN(C)P(=O)(N(C)C)N(C)C, CCOCC, [Na+], [S-]c1ccccc1. Yields the product CC(C=CC1=C(C)CCCC1(C)C)=CC=CC(C)=CC=C(C)CSc1ccccc1. As a reaction SMILES: [C:1]([O:2][CH2:5][C:6](=[CH:7][CH:8]=[C:9]([CH:10]=[CH:11][CH:12]=[C:13]([CH:14]=[CH:15][C:16]1=[C:17]([CH3:24])[CH2:18][CH2:19][CH2:20][C:21]1([CH3:22])[CH3:23])[CH3:25])[CH3:26])[CH3:27])(=[O:3])[CH3:4].[CH2:36]1[O:37][CH2:38][CH2:39][CH2:40]1.[CH3:41][N:42]([CH3:43])[P:44]([N:45]([CH3:46])[CH3:47])([N:48]([CH3:49])[CH3:50])=[O:51].[CH3:52][CH2:53][O:54][CH2:55][CH3:56].[Na+:35].[S-:28][c:29]1[cH:30][cH:31][cH:32][cH:33][cH:34]1>>[CH2:5]([C:6](=[CH:7][CH:8]=[C:9]([CH:10]=[CH:11][CH:12]=[C:13]([CH:14]=[CH:15][C:16]1=[C:17]([CH3:24])[CH2:18][CH2:19][CH2:20][C:21]1([CH3:22])[CH3:23])[CH3:25])[CH3:26])[CH3:27])[S:28][c:29]1[cH:30][cH:31][cH:32][cH:33][cH:34]1. Reactants: C(C)(C)[N-]C(C)C.[Li+] (lithium diisopropylamide), C1(CC(C(CC1)C(C)C)OC(CN(CC)CC)=O)C (N,N-diethylglycine menthyl ester), C(C1=CC=CC=C1)=CN (N-(benzylidene)methylamine), C(CCC)[Li] (n-butyllithium), C(CCC)[Li] (n-butyllithium), C(C)(C)NC(C)C (diisopropylamine). Reagents/catalysts: [Cl-].[Cl-].[Zn+2] (zinc dichloride). The solvent is C1=CC=CC=C1 (benzene), C(C)OCC (diethyl ether), CCCCCC (hexane), C1=CC=CC=C1 (benzene). Run at time 30 minute. Yields the product CN1C([C@H]([C@@H]1C1=CC=CC=C1)N(CC)CC)=O (trans-1-methyl-3-diethylamino-4-phenyl-2-azetidinone). The yield is 75.0%. RXN SMILES: [CH2:1]([Li])[CH2:2][CH2:3][CH3:4].[CH:6]([NH:9][CH:10]([CH3:12])C)([CH3:8])C.C([N-:16][CH:17](C)C)(C)C.[Li+].C1(C)CCC(C(C)C)C([O:30]C(=O)CN(CC)CC)C1.C(=CN)[C:41]1[CH:46]=[CH:45][CH:44]=[CH:43]C=1>CCCCCC.C1C=CC=CC=1.C(OCC)C.[Cl-].[Cl-].[Zn+2]>[CH3:17][N:16]1[C@@H:3]([C:4]2[CH:43]=[CH:44][CH:45]=[CH:46][CH:41]=2)[C@H:2]([N:9]([CH2:6][CH3:8])[CH2:10][CH3:12])[C:1]1=[O:30] |f:2.3,9.10.11|. Procedure: 13.33 ml of 1.5 molar n-butyllithium in hexane, equivalent to 20 mmoles n-butyllithium, was added to a solution of 2.02 g (20 mmoles) of diisopropylamine in 25 ml benzene. The resulting solution of lithium diisopropylamide was stirred for 10 min. Then 3.18 g (20 mmoles) of the corresponding enantiomerically pure N,N-diethylglycine menthyl ester was added causing an exothermic reaction. The resulting solution was stirred for 30 min. Then a solution of 2.73 g (20 mmoles) of zinc dichloride in 20 m... Reactants: O=C(Cl)CCCCCBr, Cc1cc2ccccc2o1, Cl, O, S=C=S, Cl[Sn](Cl)(Cl)Cl. Product: Cc1oc2ccccc2c1C(=O)CCCCCBr. RXN SMILES: [Br:6][CH2:7][CH2:8][CH2:9][CH2:10][CH2:11][C:12](=[O:13])[Cl:14].[CH3:15][c:16]1[cH:17][c:18]2[c:19]([o:20]1)[cH:21][cH:22][cH:23][cH:24]2.[ClH:25].[OH2:29].[S:26]=[C:27]=[S:28].[Sn:1]([Cl:2])([Cl:3])([Cl:4])[Cl:5]>>[Br:6][CH2:7][CH2:8][CH2:9][CH2:10][CH2:11][C:12](=[O:13])[c:17]1[c:16]([CH3:15])[o:20][c:19]2[c:18]1[cH:24][cH:23][cH:22][cH:21]2.